From a dataset of the Open Reaction Database (ORD), a public repository of structured organic reaction records. describe an organic reaction: reactants, conditions, products, and yield The reactants are [OH-].[Na+] (sodium hydroxide), COC(C1=CC=C(C=C1)C(=O)N1CCN(CC1)C1=NC=CC=C1NC(C)C)=O (4-[1-[3-(Isopropylamino)-2-pyridyl]piperazin-4-yl-carbonyl] benzoic acid methyl ester), Cl (HCl). The solvent is CO (methanol). Reaction conditions: time 3 hour. The product is C(C)(C)NC=1C(=NC=CC1)N1CCN(CC1)C(=O)C1=CC=C(C(=O)O)C=C1 (4-[1-[3-(isopropylamino)-2-pyridyl]piperazin-4-yl-carbonyl]benzoic acid). The yield is 93.4%. RXN SMILES: C[O:2][C:3](=[O:28])[C:4]1[CH:9]=[CH:8][C:7]([C:10]([N:12]2[CH2:17][CH2:16][N:15]([C:18]3[C:23]([NH:24][CH:25]([CH3:27])[CH3:26])=[CH:22][CH:21]=[CH:20][N:19]=3)[CH2:14][CH2:13]2)=[O:11])=[CH:6][CH:5]=1.[OH-].[Na+].Cl>CO>[CH:25]([NH:24][C:23]1[C:18]([N:15]2[CH2:16][CH2:17][N:12]([C:10]([C:7]3[CH:6]=[CH:5][C:4]([C:3]([OH:28])=[O:2])=[CH:9][CH:8]=3)=[O:11])[CH2:13][CH2:14]2)=[N:19][CH:20]=[CH:21][CH:22]=1)([CH3:27])[CH3:26] |f:1.2|. Procedure details: 4-[1-[3-(Isopropylamino)-2-pyridyl]piperazin-4-yl-carbonyl] benzoic acid methyl ester (3 g) was dissolved in methanol (47 ml) and then, aqueous 1N-sodium hydroxide (16 ml) was added slowly. The solution was stirred at 20~25° C. for 3 hours. 2N-HCl was added slowly to the mixture for neutralization (pH=~5) and then, the crystalline powder was precipitated. The crystalline powder was filtered, washed with water and methanol and dried to give 2.7 g (yield: 93%) of the desired compound. Reactants: C(C)C1C(CC(C(C(OC(C2CCCCN2C(C(C2(C(CC(C(C(CC(CC(=C1)C)C)OC)O2)OC)C)O)=O)=O)=O)C(=CC2CC(C(CC2)OC=2C=C1C=C(NC1=CC2)C(C)O[Si](C)(C)C(C)(C)C)OC)C)C)O)=O (17-ethyl-1,14-dihydroxy-12-[2'-(4"-(1-t-butyldimethylsilyloxyethylindol-5-yl)oxy-3"-methoxycyclohexyl)-1'-methylvinyl]-23,25-dimethoxy-13,19,21,27-tetramethyl-11,28-dioxa-4-azatricyclo[22.3.1.04,9 ]octacos-18-ene-2,3,10,16-tetraone), C1(=CC=C(C=C1)S(=O)(=O)O)C (para-toluene sulfonic acid), C(=O)(O)[O-].[Na+] (NaHCO3), C(C)(=O)OCC (ethyl acetate). Run in C(Cl)Cl (CH2Cl2), CO (CH3OH), hexanes. Product: C(C)C1C(CC(C(C(OC(C2CCCCN2C(C(C2(C(CC(C(C(CC(CC(=C1)C)C)OC)O2)OC)C)O)=O)=O)=O)C(=CC2CC(C(CC2)OC=2C=C1C=C(NC1=CC2)C(C)O)OC)C)C)O)=O (17-Ethyl-1,14-dihydroxy-12-[2'-(4"-(1-hydroxyethylindol-5-yl)oxy-3"-methoxycyclohexyl)-1'-methylvinyl]-23,25-dimethoxy-13,19,21,27-tetramethyl-11,28-dioxa-4-azatricyclo[22.3.1.04,9 ]octacos-18-ene-2,3,10,16-tetraone). The yield is 72.2%. Reaction SMILES: [CH2:1]([CH:3]1[CH:29]=[C:28]([CH3:30])[CH2:27][CH:26]([CH3:31])[CH2:25][CH:24]([O:32][CH3:33])[CH:23]2[O:34][C:19]([OH:38])([CH:20]([CH3:37])[CH2:21][CH:22]2[O:35][CH3:36])[C:18](=[O:39])[C:17](=[O:40])[N:16]2[CH:11]([CH2:12][CH2:13][CH2:14][CH2:15]2)[C:10](=[O:41])[O:9][CH:8]([C:42]([CH3:72])=[CH:43][CH:44]2[CH2:49][CH2:48][CH:47]([O:50][C:51]3[CH:52]=[C:53]4[C:57](=[CH:58][CH:59]=3)[NH:56][C:55]([CH:60]([O:62][Si](C(C)(C)C)(C)C)[CH3:61])=[CH:54]4)[CH:46]([O:70][CH3:71])[CH2:45]2)[CH:7]([CH3:73])[CH:6]([OH:74])[CH2:5][C:4]1=[O:75])[CH3:2].C1(C)C=CC(S(O)(=O)=O)=CC=1.C(OCC)(=O)C.C([O-])(O)=O.[Na+]>C(Cl)Cl.CO>[CH2:1]([CH:3]1[CH:29]=[C:28]([CH3:30])[CH2:27][CH:26]([CH3:31])[CH2:25][CH:24]([O:32][CH3:33])[CH:23]2[O:34][C:19]([OH:38])([CH:20]([CH3:37])[CH2:21][CH:22]2[O:35][CH3:36])[C:18](=[O:39])[C:17](=[O:40])[N:16]2[CH:11]([CH2:12][CH2:13][CH2:14][CH2:15]2)[C:10](=[O:41])[O:9][CH:8]([C:42]([CH3:72])=[CH:43][CH:44]2[CH2:49][CH2:48][CH:47]([O:50][C:51]3[CH:52]=[C:53]4[C:57](=[CH:58][CH:59]=3)[NH:56][C:55]([CH:60]([OH:62])[CH3:61])=[CH:54]4)[CH:46]([O:70][CH3:71])[CH2:45]2)[CH:7]([CH3:73])[CH:6]([OH:74])[CH2:5][C:4]1=[O:75])[CH3:2] |f:3.4|. Reported procedure: To a solution of 17-ethyl-1,14-dihydroxy-12-[2'-(4"-(1-t-butyldimethylsilyloxyethylindol-5-yl)oxy-3"-methoxycyclohexyl)-1'-methylvinyl]-23,25-dimethoxy-13,19,21,27-tetramethyl-11,28-dioxa-4-azatricyclo[22.3.1.04,9 ]octacos-18-ene-2,3,10,16-tetraone (0.38 gm) in CH2Cl2 (10 ml) at room temperature was added a solution of para-toluene sulfonic acid (0.05 gm) in CH3OH (10 ml). The reaction mixture was stirred for 3 hours until TLC (silica, 2:1, hexanes:ethyl acetate) verified that reaction was compl...